This data is from the Open Reaction Database (ORD), a public repository of structured organic reaction records. The task is: describe an organic reaction: reactants, conditions, products, and yield Starting materials: CCCCCCC, O=S(=O)(c1ccc2c(Cl)cccc2c1)N1CC2CC1CN2, COC(=O)Cl, [Na+], C1COCCO1, [OH-]. Product: CC(=O)N1CC2CC1CN2S(=O)(=O)c1ccc2c(Cl)cccc2c1. Reaction SMILES: [CH3:22][CH2:23][CH2:24][CH2:25][CH2:26][CH2:27][CH3:28].[Cl:1][c:2]1[c:3]2[cH:4][cH:5][c:6]([S:12](=[O:13])(=[O:14])[N:15]3[CH:16]4[CH2:17][NH:18][CH:19]([CH2:20]3)[CH2:21]4)[cH:7][c:8]2[cH:9][cH:10][cH:11]1.[Cl:29][C:30](=[O:31])[O:32][CH3:33].[Na+:41].[O:34]1[CH2:35][CH2:36][O:37][CH2:38][CH2:39]1.[OH-:40]>>[Cl:1][c:2]1[c:3]2[cH:4][cH:5][c:6]([S:12](=[O:13])(=[O:14])[N:15]3[CH:16]4[CH2:17][N:18]([C:27]([CH3:28])=[O:31])[CH:19]([CH2:20]3)[CH2:21]4)[cH:7][c:8]2[cH:9][cH:10][cH:11]1. Starting materials: O=C([O-])O, CS(=O)(=O)c1ccc(C(CC2CCOCC2)c2ccc(-c3nnc(CO)s3)[nH]2)cc1, CC#N, [Na+]. The product is CS(=O)(=O)c1ccc(C(CC2CCOCC2)c2ccc(-c3nnc(C=O)s3)[nH]2)cc1. Reaction SMILES: [C:31](=[O:32])([O-:33])[OH:34].[CH3:1][S:2](=[O:3])(=[O:4])[c:5]1[cH:6][cH:7][c:8]([CH:11]([CH2:12][CH:13]2[CH2:14][CH2:15][O:16][CH2:17][CH2:18]2)[c:19]2[cH:20][cH:21][c:22](-[c:24]3[n:25][n:26][c:27]([CH2:29][OH:30])[s:28]3)[nH:23]2)[cH:9][cH:10]1.[CH3:36][C:37]#[N:38].[Na+:35]>>[CH3:1][S:2](=[O:3])(=[O:4])[c:5]1[cH:6][cH:7][c:8]([CH:11]([CH2:12][CH:13]2[CH2:14][CH2:15][O:16][CH2:17][CH2:18]2)[c:19]2[cH:20][cH:21][c:22](-[c:24]3[n:25][n:26][c:27]([CH:29]=[O:30])[s:28]3)[nH:23]2)[cH:9][cH:10]1.